From a dataset of the Open Reaction Database (ORD), a public repository of structured organic reaction records. describe an organic reaction: reactants, conditions, products, and yield Reactants: C1(=CC=CC=C1)C=1C=C2C=CC=CN2C1 (2-phenylindolizine), S(=O)(=O)(C1=CC=C(C)C=C1)OC1=CC=C(C(=O)Cl)C=C1 (4-tosyloxy-benzoyl chloride), C([O-])([O-])=O.[Na+].[Na+] (sodium carbonate). The solvent is ClC(C)Cl (dichlorethane). Conditions: time 12 hour. Yields the product C1(=CC=CC=C1)C=1C=C2C=CC=CN2C1C(C1=CC=C(C=C1)OS(=O)(=O)C1=CC=C(C)C=C1)=O (2-phenyl-3-(4-tosyloxy-benzoyl)-indolizine). The yield is 52.3%. As a reaction SMILES: [C:1]1([C:7]2[CH:8]=[C:9]3[N:14]([CH:15]=2)[CH:13]=[CH:12][CH:11]=[CH:10]3)[CH:6]=[CH:5][CH:4]=[CH:3][CH:2]=1.[S:16]([O:26][C:27]1[CH:35]=[CH:34][C:30]([C:31](Cl)=[O:32])=[CH:29][CH:28]=1)([C:19]1[CH:25]=[CH:24][C:22]([CH3:23])=[CH:21][CH:20]=1)(=[O:18])=[O:17].C(=O)([O-])[O-].[Na+].[Na+]>ClC(Cl)C>[C:1]1([C:7]2[CH:8]=[C:9]3[N:14]([C:15]=2[C:31](=[O:32])[C:30]2[CH:29]=[CH:28][C:27]([O:26][S:16]([C:19]4[CH:25]=[CH:24][C:22]([CH3:23])=[CH:21][CH:20]=4)(=[O:18])=[O:17])=[CH:35][CH:34]=2)[CH:13]=[CH:12][CH:11]=[CH:10]3)[CH:6]=[CH:5][CH:4]=[CH:3][CH:2]=1 |f:2.3.4|. Procedure details: In a flask, containing a solution of 6.5g (0.044 mol) of 2-phenylindolizine in 100 ml of dichlorethane, 12.4 g (0.04 mol) of 4-tosyloxy-benzoyl chloride were added at room-temperature. The mixture was stirred for 12 hours and then poured into a 10%-solution of sodium carbonate. The product which precipitated was washed to neutrality and recrystallized from carbon tetrachloride. In this manner, 2-phenyl-3-(4-tosyloxy-benzoyl)-indolizine was obtained in a yield of 52.3%. M.P. 177°-178° C. The reactants are B(OC1=CC=C(C=C1)OCCOCCC)([O-])[O-] (4-(2-propoxyethoxy)phenyl borate), BrC=1C=CC2=C(C=C(CCN2CCC)C(=O)NC2=CC=C(C=C2)CN(C2CCOCC2)C)C1 (7-bromo-1-propyl-N-[4-[[N-methyl-N-(tetrahydro-2H-pyran-4-yl)amino]methyl]phenyl]-2,3-dihydro-1H-1-benzazepine-4-carboxamide), C([O-])([O-])=O.[K+].[K+] (potassium carbonate). The reagents and catalysts are C=1C=CC(=CC1)[P](C=2C=CC=CC2)(C=3C=CC=CC3)[Pd]([P](C=4C=CC=CC4)(C=5C=CC=CC5)C=6C=CC=CC6)([P](C=7C=CC=CC7)(C=8C=CC=CC8)C=9C=CC=CC9)[P](C=1C=CC=CC1)(C=1C=CC=CC1)C=1C=CC=CC1 (tetrakistriphenylphosphinepalladium). The solvent is water ethanol toluene, C(C)(=O)OCC (ethyl acetate). Run at time 30 minute. Yields the product CN(C1CCOCC1)CC1=CC=C(C=C1)NC(=O)C=1CCN(C2=C(C1)C=C(C=C2)C2=CC=C(C=C2)OCCOCCC)CCC (N-[4-[[N-methyl-N-(tetrahydro-2H-pyran-4-yl)amino]methyl]phenyl]-7-[4-(2-propoxyethoxy)phenyl]-1-propyl-2,3-dihydro-1H-1-benzazepine-4-carboxamide). Isolated yield 53.3%. RXN SMILES: B([O-])([O-])O[C:3]1[CH:8]=[CH:7][C:6]([O:9][CH2:10][CH2:11][O:12][CH2:13][CH2:14][CH3:15])=[CH:5][CH:4]=1.Br[C:19]1[CH:20]=[CH:21][C:22]2[N:28]([CH2:29][CH2:30][CH3:31])[CH2:27][CH2:26][C:25]([C:32]([NH:34][C:35]3[CH:40]=[CH:39][C:38]([CH2:41][N:42]([CH3:49])[CH:43]4[CH2:48][CH2:47][O:46][CH2:45][CH2:44]4)=[CH:37][CH:36]=3)=[O:33])=[CH:24][C:23]=2[CH:50]=1.C(=O)([O-])[O-].[K+].[K+]>C(OCC)(=O)C.C1C=CC([P]([Pd]([P](C2C=CC=CC=2)(C2C=CC=CC=2)C2C=CC=CC=2)([P](C2C=CC=CC=2)(C2C=CC=CC=2)C2C=CC=CC=2)[P](C2C=CC=CC=2)(C2C=CC=CC=2)C2C=CC=CC=2)(C2C=CC=CC=2)C2C=CC=CC=2)=CC=1>[CH3:49][N:42]([CH2:41][C:38]1[CH:37]=[CH:36][C:35]([NH:34][C:32]([C:25]2[CH2:26][CH2:27][N:28]([CH2:29][CH2:30][CH3:31])[C:22]3[CH:21]=[CH:20][C:19]([C:3]4[CH:8]=[CH:7][C:6]([O:9][CH2:10][CH2:11][O:12][CH2:13][CH2:14][CH3:15])=[CH:5][CH:4]=4)=[CH:50][C:23]=3[CH:24]=2)=[O:33])=[CH:40][CH:39]=1)[CH:43]1[CH2:44][CH2:45][O:46][CH2:47][CH2:48]1 |f:2.3.4,^1:66,68,87,106|. Procedure details: In a mixture of water:ethanol toluene (1:1:10, v/v, 18.0 ml) were dissolved 4-(2-propoxyethoxy)phenyl borate (260 mg) and 7-bromo-1-propyl-N-[4-[[N-methyl-N-(tetrahydro-2H-pyran-4-yl)amino]methyl]phenyl]-2,3-dihydro-1H-1-benzazepine-4-carboxamide (396 mg). To the solution was added potassium carbonate (256 mg), and the mixture was stirred under argon atmosphere at room temperature for 30 minutes. To the mixture was added tetrakistriphenylphosphinepalladium (36 mg), and the mixture was heated to ... Solvent: O (water), CO (MeOH), C1CCOC1 (THF). Procedure details: 29.2 g potassiumcarbonate in 100 mL of water was added to 17.5 g N-[3-(2,2,2-Trifluoro-acetyl)-2,3,4,5-tetrahydro-1H-benzo[d]azepin-7-yl]-acetamide in 400 mL MeOH and 50 mL THF at 5° C. The reaction mixture was stirred in the ice bath for 2 h and 2 h at RT. The solvent was removed and the residue was extracted with brine and dichloromethane, the organic fraction was dried and the solvent removed to yield 14.9 g of the desired product. The yield is 125.2%. Yields the product C1CNCCC2=C1C=CC(=C2)NC(C)=O (N-(2,3,4,5-Tetrahydro-1H-benzo[d]azepin-7-yl)-acetamide). Starting materials: C([O-])([O-])=O.[K+].[K+] (potassiumcarbonate), FC(C(=O)N1CCC2=C(CC1)C=C(C=C2)NC(C)=O)(F)F (N-[3-(2,2,2-Trifluoro-acetyl)-2,3,4,5-tetrahydro-1H-benzo[d]azepin-7-yl]-acetamide), ice. As a reaction SMILES: C(=O)([O-])[O-].[K+].[K+].FC(F)(F)C([N:11]1[CH2:17][CH2:16][C:15]2[CH:18]=[C:19]([NH:22][C:23](=[O:25])[CH3:24])[CH:20]=[CH:21][C:14]=2[CH2:13][CH2:12]1)=O>O.CO.C1COCC1>[CH2:13]1[C:14]2[CH:21]=[CH:20][C:19]([NH:22][C:23](=[O:25])[CH3:24])=[CH:18][C:15]=2[CH2:16][CH2:17][NH:11][CH2:12]1 |f:0.1.2|. The reactants are C(C)(=O)O[BH-](OC(C)=O)OC(C)=O.[Na+] (Sodium triacetoxyborohydride), C(C)(=O)O (acetic acid), O1CCC(CC1)=O (tetrahydro-pyran-4-one), C(C)C=1N(C2=C(C=NC=3C=CC=CC23)N1)CCCCN (4-(2-ethyl-1H-imidazo[4,5-c]quinolin-1-yl) butan-1-amine). Solvent: O1CCCC1 (tetrahydrofuran). Conditions: time 10 minute. The product is C(C)C=1N(C2=C(C=NC=3C=CC=CC23)N1)CCCCNC1CCOCC1 (N-[4-(2-ethyl-1H-imidazo[4,5-c]quinolin-1-yl)butyl]tetrahydro-2H-pyran-4-amine). As a reaction SMILES: [CH2:1]([C:3]1[N:4]([CH2:16][CH2:17][CH2:18][CH2:19][NH2:20])[C:5]2[C:14]3[CH:13]=[CH:12][CH:11]=[CH:10][C:9]=3[N:8]=[CH:7][C:6]=2[N:15]=1)[CH3:2].C(O)(=O)C.[O:25]1[CH2:30][CH2:29][C:28](=O)[CH2:27][CH2:26]1.C(O[BH-](OC(=O)C)OC(=O)C)(=O)C.[Na+]>O1CCCC1>[CH2:1]([C:3]1[N:4]([CH2:16][CH2:17][CH2:18][CH2:19][NH:20][CH:28]2[CH2:29][CH2:30][O:25][CH2:26][CH2:27]2)[C:5]2[C:14]3[CH:13]=[CH:12][CH:11]=[CH:10][C:9]=3[N:8]=[CH:7][C:6]=2[N:15]=1)[CH3:2] |f:3.4|. Procedure: To a suspension of 4-(2-ethyl-1H-imidazo[4,5-c]quinolin-1-yl) butan-1-amine obtained in step VI of example I in tetrahydrofuran was added acetic acid (1 eq.) and tetrahydro-pyran-4-one (1.1 eq.). Resulting reaction mixture was stirred for 10 min. Sodium triacetoxyborohydride (2.2 eq.) was added to reaction mixture over a period of 1 hrs and resulting suspension was then stirred for 4-5 hrs. Reaction was then quenched with methanol and concentrated to dryness. Reaction mixture was basified using ...